From a dataset of the Open Reaction Database (ORD), a public repository of structured organic reaction records. describe an organic reaction: reactants, conditions, products, and yield Reported procedure: A solution of 3-phenoxy-4-methoxybenzoic acid (17.0 g, 0.07 mole), a 48 weight percent aqueous solution of HBr (165 ml, 1.39 mole) and 350 ml of glacial acetic acid was added to a 1-liter, one-necked, round-bottom flask equipped with a reflux condenser, nitrogen inlet adapter and a polytetrafluoroethylene-coated magnetic stir bar. The solution was heated under nitrogen and refluxed for 16 hours. While still hot, the flask was transferred to a rotary evaporator and the volatiles were removed leav... Run in C(C)(=O)O (acetic acid). The product is O(C1=CC=CC=C1)C=1C=C(C(=O)O)C=CC1O (3-phenoxy-4-hydroxybenzoic acid). Starting materials: Cl (HCl), O(C1=CC=CC=C1)C=1C=C(C(=O)O)C=CC1OC (3-phenoxy-4-methoxybenzoic acid), Br (HBr), [OH-].[Na+] (NaOH). RXN SMILES: [O:1]([C:8]1[CH:9]=[C:10]([CH:14]=[CH:15][C:16]=1[O:17]C)[C:11]([OH:13])=[O:12])[C:2]1[CH:7]=[CH:6][CH:5]=[CH:4][CH:3]=1.Br.[OH-].[Na+].Cl>C(O)(=O)C>[O:1]([C:8]1[CH:9]=[C:10]([CH:14]=[CH:15][C:16]=1[OH:17])[C:11]([OH:13])=[O:12])[C:2]1[CH:3]=[CH:4][CH:5]=[CH:6][CH:7]=1 |f:2.3|.